Dataset: the Open Reaction Database (ORD), a public repository of structured organic reaction records. Task: describe an organic reaction: reactants, conditions, products, and yield The reactants are SCCCS, COC(=O)C1C(c2ccc(F)c(C)c2)=CCCC1(C)C, CCCCCC, CC(=O)O. Yields the product COC(=O)C1C(c2ccc(F)c(C)c2)=CC2(CC1(C)C)SCCCS2. As a reaction SMILES: [CH2:21]([CH2:22][CH2:23][SH:24])[SH:25].[CH3:1][C:2]1([CH3:20])[CH:3]([C:16](=[O:17])[O:18][CH3:19])[C:4]([c:8]2[cH:9][c:10]([CH3:15])[c:11]([F:14])[cH:12][cH:13]2)=[CH:5][CH2:6][CH2:7]1.[CH3:26][CH2:27][CH2:28][CH2:29][CH2:30][CH3:31].[CH3:32][C:33](=[O:34])[OH:35]>>[CH3:1][C:2]1([CH3:20])[CH:3]([C:16](=[O:17])[O:18][CH3:19])[C:4]([c:8]2[cH:9][c:10]([CH3:15])[c:11]([F:14])[cH:12][cH:13]2)=[CH:5][C:6]2([CH2:7]1)[S:24][CH2:23][CH2:22][CH2:21][S:25]2. The reactants are OC1=CC(O[C@@](C1)(C(C)C)CCC1=CC=C(C=C1)O)=O ((S)-4-hydroxy-6-[2-(4-hydroxy-phenyl)-ethyl]-6-isopropyl-5,6-dihydro-pyran-2-one), NC1=CC(=C(C=C1C)SS(=O)(=O)C1=CC=C(C=C1)C)C(C)(C)C (toluene-4-thiosulfonic acid S-(4-amino-2-tert-butyl-5-methyl-phenyl) ester), C(=O)([O-])[O-].[K+].[K+] (K2CO3). The solvent is CN(C)C=O (DMF). Reaction conditions: time 8 hour. The product is NC1=CC(=C(C=C1C)SC=1C(OC(CC1O)(C(C)C)CCC1=CC=C(C=C1)O)=O)C(C)(C)C (3-(4-Amino-2-tert-butyl-5-methyl-phenylsulfanyl)-4-hydroxy-6-[2-(4-hydroxy-phenyl)-ethyl]-6-isopropyl-5,6-dihydro-pyran-2-one). As a reaction SMILES: [OH:1][C:2]1[CH2:7][C@@:6]([CH2:11][CH2:12][C:13]2[CH:18]=[CH:17][C:16]([OH:19])=[CH:15][CH:14]=2)([CH:8]([CH3:10])[CH3:9])[O:5][C:4](=[O:20])[CH:3]=1.[NH2:21][C:22]1[C:27]([CH3:28])=[CH:26][C:25]([S:29]S(C2C=CC(C)=CC=2)(=O)=O)=[C:24]([C:40]([CH3:43])([CH3:42])[CH3:41])[CH:23]=1.C([O-])([O-])=O.[K+].[K+]>CN(C=O)C>[NH2:21][C:22]1[C:27]([CH3:28])=[CH:26][C:25]([S:29][C:3]2[C:4](=[O:20])[O:5][C:6]([CH2:11][CH2:12][C:13]3[CH:18]=[CH:17][C:16]([OH:19])=[CH:15][CH:14]=3)([CH:8]([CH3:10])[CH3:9])[CH2:7][C:2]=2[OH:1])=[C:24]([C:40]([CH3:43])([CH3:42])[CH3:41])[CH:23]=1 |f:2.3.4|. Procedure details: The title compound was prepared as described in General Method 9 using 3.0 g (10.86 mmol) of (S)-4-hydroxy-6-[2-(4-hydroxy-phenyl)-ethyl]-6-isopropyl-5,6-dihydro-pyran-2-one (prepared in Example WWWW), 3.98 g (11.40 mmol) of toluene-4-thiosulfonic acid S-(4-amino-2-tert-butyl-5-methyl-phenyl) ester (prepared in Example HHHH), 4.50 g of anhydrous K2CO3 and 54 mL DMF. The reaction was stirred at room temperature overnight. The reaction was quenched with saturated NH4Cl solution and extracted with ... Reactants: [BH4-].[Na+] (sodium borohydride), FC=1C=C(C=C2C=CN(C(C12)=O)C1=C(C(=CC=C1)C1=NN(C(C(=C1)NC1=NC=C(C=C1)C(=O)N1CCOCC1)=O)C)C=O)C(C#N)(C)C (2-[8-fluoro-2-(2-formyl-3-{1-methyl-5-[5-(morpholine-4-carbonyl)-pyridin-2-ylamino]-6-oxo-1,6-dihydro-pyridazin-3-yl}-phenyl)-1-oxo-1,2-dihydro-isoquinolin-6-yl]-2-methyl-propionitrile), [BH4-].[Na+] (sodium borohydride). Run in O (water), CO (methanol), ClCCl (dichloromethane). Reaction conditions: time 10 minute. Yields the product FC=1C=C(C=C2C=CN(C(C12)=O)C1=C(C(=CC=C1)C1=NN(C(C(=C1)NC1=NC=C(C=C1)C(=O)N1CCOCC1)=O)C)CO)C(C#N)(C)C (2-[8-fluoro-2-(2-hydroxymethyl-3-{1-methyl-5-[5-(morpholine-4-carbonyl)-pyridin-2-ylamino]-6-oxo-1,6-dihydro-pyridazin-3-yl}-phenyl)-1-oxo-1,2-dihydro-isoquinolin-6-yl]-2-methyl-propionitrile). As a reaction SMILES: [F:1][C:2]1[CH:3]=[C:4]([C:44]([CH3:48])([CH3:47])[C:45]#[N:46])[CH:5]=[C:6]2[C:11]=1[C:10](=[O:12])[N:9]([C:13]1[CH:18]=[CH:17][CH:16]=[C:15]([C:19]3[CH:24]=[C:23]([NH:25][C:26]4[CH:31]=[CH:30][C:29]([C:32]([N:34]5[CH2:39][CH2:38][O:37][CH2:36][CH2:35]5)=[O:33])=[CH:28][N:27]=4)[C:22](=[O:40])[N:21]([CH3:41])[N:20]=3)[C:14]=1[CH:42]=[O:43])[CH:8]=[CH:7]2.[BH4-].[Na+]>CO.ClCCl.O>[F:1][C:2]1[CH:3]=[C:4]([C:44]([CH3:48])([CH3:47])[C:45]#[N:46])[CH:5]=[C:6]2[C:11]=1[C:10](=[O:12])[N:9]([C:13]1[CH:18]=[CH:17][CH:16]=[C:15]([C:19]3[CH:24]=[C:23]([NH:25][C:26]4[CH:31]=[CH:30][C:29]([C:32]([N:34]5[CH2:39][CH2:38][O:37][CH2:36][CH2:35]5)=[O:33])=[CH:28][N:27]=4)[C:22](=[O:40])[N:21]([CH3:41])[N:20]=3)[C:14]=1[CH2:42][OH:43])[CH:8]=[CH:7]2 |f:1.2|. Procedure: A solution of 2-[8-fluoro-2-(2-formyl-3-{1-methyl-5-[5-(morpholine-4-carbonyl)-pyridin-2-ylamino]-6-oxo-1,6-dihydro-pyridazin-3-yl}-phenyl)-1-oxo-1,2-dihydro-isoquinolin-6-yl]-2-methyl-propionitrile (224 mg, 0.35 mmol) in methanol (2.8 ml) and dichloromethane (4.3 ml) was cooled in an ice bath. To this was added a solution of sodium borohydride (65 mg, 1.7 mmol) in water (0.75 ml), via slow drop-wise addition. The mixture was stirred for 10 minutes and additional sodium borohydride (as describe ... Reactants: NC1CSC2=C(N(C1=O)CC(=O)OCC)C=CC=C2 ((±)-3-Amino-3,4-dihydro-4-oxo-1,5-benzothiazepine-5(2H)-acetic acid, ethyl ester), C(C)OC(C(CCC1=CC=CC=C1)=O)=O (ethyl-2-oxo-4-phenylbutyrate), C(#N)[BH3-].[Na+] (sodium cyanoborohydride). Product: C(C)OC(=O)C(CCC1=CC=CC=C1)NC1CSC=2C(N(C1=O)CC(=O)OCC)CC=CC2 ((±)-dihydro-3-[[1-(ethoxycarbonyl)-3-phenylpropyl]amino]-4-oxo-1,5-benzothiazepine-5(2H)-acetic acid, ethyl ester). As a reaction SMILES: [NH2:1][CH:2]1[C:8](=[O:9])[N:7]([CH2:10][C:11]([O:13][CH2:14][CH3:15])=[O:12])[C:6]2[CH:16]=[CH:17][CH:18]=[CH:19][C:5]=2[S:4][CH2:3]1.[CH2:20]([O:22][C:23](=[O:34])[C:24](=O)[CH2:25][CH2:26][C:27]1[CH:32]=[CH:31][CH:30]=[CH:29][CH:28]=1)[CH3:21].C([BH3-])#N.[Na+]>>[CH2:20]([O:22][C:23]([CH:24]([NH:1][CH:2]1[C:8](=[O:9])[N:7]([CH2:10][C:11]([O:13][CH2:14][CH3:15])=[O:12])[CH:6]2[CH2:16][CH:17]=[CH:18][CH:19]=[C:5]2[S:4][CH2:3]1)[CH2:25][CH2:26][C:27]1[CH:28]=[CH:29][CH:30]=[CH:31][CH:32]=1)=[O:34])[CH3:21] |f:2.3|. Reported procedure: (±)-3-Amino-3,4-dihydro-4-oxo-1,5-benzothiazepine-5(2H)-acetic acid, ethyl ester is reacted with ethyl-2-oxo-4-phenylbutyrate in the presence of sodium cyanoborohydride according to the procedure of Example 1(f) to yield (±)-dihydro-3-[[1-(ethoxycarbonyl)-3-phenylpropyl]amino]-4-oxo-1,5-benzothiazepine-5(2H)-acetic acid, ethyl ester. As a reaction SMILES: [BH4-:31].[BH4-:32].[BH4-:33].[BH4-:34].[CH3:41][OH:42].[Cl-:39].[NH4+:40].[Na+:35].[Na+:36].[Na+:37].[Na+:38].[n:1]1[c:2]([N:11]2[CH2:12][CH:13]([O:15][c:16]3[n:17][n:18][cH:19][cH:20][c:21]3[N:22]3[CH2:23][CH2:24][CH:25]([C:28]([CH3:29])=[O:30])[CH2:26][CH2:27]3)[CH2:14]2)[cH:3][cH:4][c:5]2[cH:6][cH:7][cH:8][cH:9][c:10]12>>[n:1]1[c:2]([N:11]2[CH2:12][CH:13]([O:15][c:16]3[n:17][n:18][cH:19][cH:20][c:21]3[N:22]3[CH2:23][CH2:24][CH:25]([CH:28]([CH3:29])[OH:30])[CH2:26][CH2:27]3)[CH2:14]2)[cH:3][cH:4][c:5]2[cH:6][cH:7][cH:8][cH:9][c:10]12. Product: CC(O)C1CCN(c2ccnnc2OC2CN(c3ccc4ccccc4n3)C2)CC1. Starting materials: [BH4-], [BH4-], [BH4-], [BH4-], CO, [Cl-], [NH4+], [Na+], [Na+], [Na+], [Na+], CC(=O)C1CCN(c2ccnnc2OC2CN(c3ccc4ccccc4n3)C2)CC1. Product: C(C)C(COC(C(C)Br)=O)NC(OCC)=O (ethyl 1-ethyl-2-(2-bromopropionyloxy)-ethylcarbamate). Reported procedure: by using ethyl 1-ethyl-2-hydroxy-ethylcarbamate and 2-bromopropionyl bromide there is obtained ethyl 1-ethyl-2-(2-bromopropionyloxy)-ethylcarbamate, nD20 1.4736; Starting materials: C(C)C(CO)NC(OCC)=O (ethyl 1-ethyl-2-hydroxy-ethylcarbamate), BrC(C(=O)Br)C (2-bromopropionyl bromide). Reaction SMILES: [CH2:1]([CH:3]([NH:6][C:7](=[O:11])[O:8][CH2:9][CH3:10])[CH2:4][OH:5])[CH3:2].[Br:12][CH:13]([CH3:17])[C:14](Br)=[O:15]>>[CH2:1]([CH:3]([NH:6][C:7](=[O:11])[O:8][CH2:9][CH3:10])[CH2:4][O:5][C:14](=[O:15])[CH:13]([Br:12])[CH3:17])[CH3:2]. Starting materials: P(=O)(OCC)([O-])Cl (ethyl chlorophosphate), [Li]CCCC (n-BuLi), CCCCCC (hexane), CS(=O)(=O)OCC (ethyl methanesulphonate). Solvent: C1CCOC1 (THF). Run at temperature -45 celsius, time 15 minute. The product is C(C)P(=O)(CC)CS(=O)(=O)OCC (ethyl diethylphosphorylmethanesulphonate). Isolated yield 80.0%. RXN SMILES: [CH3:1][S:2]([O:5][CH2:6][CH3:7])(=[O:4])=[O:3].[Li]CC[CH2:11][CH3:12].CCCC[CH2:17][CH3:18].[P:19](Cl)([O-])(OCC)=[O:20]>C1COCC1>[CH2:17]([P:19]([CH2:1][S:2]([O:5][CH2:6][CH3:7])(=[O:4])=[O:3])([CH2:11][CH3:12])=[O:20])[CH3:18]. Procedure: To a stirred solution of ethyl methanesulphonate (4.11 ml, 40 mmol) in dry THF (100 ml) was added dropwise at −78° C. 2.5 M n-BuLi in hexane (17.8 ml. 44.4 mmol) within 10 min. After the mixture was stirred for 15 min, ethyl chlorophosphate (3.2 ml, 22.2 mmol) was added slowly at the same temperature. The solution was stirred at −78° C. for 30 min, then allowed to warm to −45° C. and with stirring for additional 1 h. The reaction was quenched by adding 4.4 M NH4Cl solution (11 ml), and the mixtu... Reactants: ClC=1C=CC2=C(CCC3=C(C2=O)C=CC=C3O)C1 (8-chloro-1-hydroxy-10,11-dihydrodibenzo[a,d]cyclohepten-5-one), CC1(OC[C@@H](O1)COS(=O)(=O)C1=CC=C(C=C1)C)C ((R)-toluene-4-sulfonic acid 2,2-dimethyl-[1,3]dioxolan-4-ylmethyl ester), C(=O)([O-])[O-].[K+].[K+] (K2CO3). Run in CN(C)C=O (DMF). The product is ClC=1C=CC2=C(CCC3=C(C2=O)C=CC=C3OC[C@@H]3OC(OC3)(C)C)C1 ((S)-8-Chloro-1-(2,2-dimethyl-[1,3]dioxolan-4-ylmethoxy)-10,11-dihydrodibenzo[a,d]cyclohepten-5-one). The yield is 53.0%. RXN SMILES: [Cl:1][C:2]1[CH:3]=[CH:4][C:5]2[C:11](=[O:12])[C:10]3[CH:13]=[CH:14][CH:15]=[C:16]([OH:17])[C:9]=3[CH2:8][CH2:7][C:6]=2[CH:18]=1.[CH3:19][C:20]1([CH3:37])[O:24][C@@H:23]([CH2:25]OS(C2C=CC(C)=CC=2)(=O)=O)[CH2:22][O:21]1.C([O-])([O-])=O.[K+].[K+]>CN(C=O)C>[Cl:1][C:2]1[CH:3]=[CH:4][C:5]2[C:11](=[O:12])[C:10]3[CH:13]=[CH:14][CH:15]=[C:16]([O:17][CH2:25][C@H:23]4[CH2:22][O:21][C:20]([CH3:37])([CH3:19])[O:24]4)[C:9]=3[CH2:8][CH2:7][C:6]=2[CH:18]=1 |f:2.3.4|. Reported procedure: For the preparation of the title compound, 0.50 g (1.9 mmol) of 8-chloro-1-hydroxy-10,11-dihydrodibenzo[a,d]cyclohepten-5-one, 0.75 g (2.6 mmol) of (R)-toluene-4-sulfonic acid 2,2-dimethyl-[1,3]dioxolan-4-ylmethyl ester and 0.80 g (5.8 mmol) of K2CO3 in 10 ml of dry DMF are reacted by method M. Yield: 53%; C21H21ClO4 (Mr=372.85); GC 22.8 min